This data is from the Open Reaction Database (ORD), a public repository of structured organic reaction records. The task is: describe an organic reaction: reactants, conditions, products, and yield Procedure details: In a manner similar to that of Example 1, condensation of 1-dodecene oxide (100 g.) and ethylenediamine (16.3 g.) and recrystallization of part (20 g.) of the resulting product (55.3 g.) from methanol gave N,N'-ethylenebis[2-hydroxydodecylamine] (I: R = CH3 (CH2)9, R' = H, X = (CH2)2, Z = H) (13.4 g., m.p. 137.0°-142.0° C.). Reactants: C1C(CCCCCCCCCC)O1 (1-dodecene oxide), C(CN)N (ethylenediamine). Solvent: CO (methanol). RXN SMILES: [CH2:1]1[O:13][CH:2]1[CH2:3][CH2:4][CH2:5][CH2:6][CH2:7][CH2:8][CH2:9][CH2:10][CH2:11][CH3:12].[CH2:14]([NH2:17])[CH2:15][NH2:16]>CO>[CH2:14]([NH:17][CH2:1][CH:2]([OH:13])[CH2:3][CH2:4][CH2:5][CH2:6][CH2:7][CH2:8][CH2:9][CH2:10][CH2:11][CH3:12])[CH2:15][NH:16][CH2:1][CH:2]([OH:13])[CH2:3][CH2:4][CH2:5][CH2:6][CH2:7][CH2:8][CH2:9][CH2:10][CH2:11][CH3:12]. Product: C(CNCC(CCCCCCCCCC)O)NCC(CCCCCCCCCC)O (N,N'-ethylenebis[2-hydroxydodecylamine]). The reactants are CCOC(C)=N, Cl, NNC(=O)c1cc(F)cc(F)c1. The product is CC(=N)N(N)C(=O)c1cc(F)cc(F)c1. RXN SMILES: [CH2:2]([O:3][C:5]([CH3:6])=[NH:7])[CH3:4].[ClH:1].[F:8][c:9]1[cH:10][c:11]([C:12](=[O:13])[NH:14][NH2:15])[cH:16][c:17]([F:19])[cH:18]1>>[C:5]([CH3:6])(=[NH:7])[N:14]([C:12]([c:11]1[cH:10][c:9]([F:8])[cH:18][c:17]([F:19])[cH:16]1)=[O:13])[NH2:15].